This data is from the Open Reaction Database (ORD), a public repository of structured organic reaction records. The task is: describe an organic reaction: reactants, conditions, products, and yield Yields the product NCCC1=CC=C(C=C1)N1C(N(CC=2C1=NC(=NC2)NC2=CC=CC=C2)C2=C(C=C(C=C2)Cl)Cl)=O (1-[4-(2-aminoethyl)phenyl]-7-anilino-3-(2,4-dichlorophenyl)-3,4-dihydropyrimido[4,5-d]pyrimidin-2(1H)-one). The reactants are N(C1=CC=CC=C1)C1=NC=C2C(=N1)N(C(N(C2)C2=C(C=C(C=C2)Cl)Cl)=O)C2=CC=C(C=C2)CCN2C(C=1C(C2=O)=CC=CC1)=O (7-anilino-3-(2,4-dichlorophenyl)-3,4-dihydro-1-[4-(2-phthalimidoethyl)phenyl]-pyrimido[4,5-d]pyrimidin-2(1H)-one), O.NN (hydrazine hydrate). RXN SMILES: [NH:1]([C:8]1[N:13]=[C:12]2[N:14]([C:27]3[CH:32]=[CH:31][C:30]([CH2:33][CH2:34][N:35]4C(=O)C5=CC=CC=C5C4=O)=[CH:29][CH:28]=3)[C:15](=[O:26])[N:16]([C:18]3[CH:23]=[CH:22][C:21]([Cl:24])=[CH:20][C:19]=3[Cl:25])[CH2:17][C:11]2=[CH:10][N:9]=1)[C:2]1[CH:7]=[CH:6][CH:5]=[CH:4][CH:3]=1.O.NN>CO.ClCCl>[NH2:35][CH2:34][CH2:33][C:30]1[CH:31]=[CH:32][C:27]([N:14]2[C:12]3=[N:13][C:8]([NH:1][C:2]4[CH:3]=[CH:4][CH:5]=[CH:6][CH:7]=4)=[N:9][CH:10]=[C:11]3[CH2:17][N:16]([C:18]3[CH:23]=[CH:22][C:21]([Cl:24])=[CH:20][C:19]=3[Cl:25])[C:15]2=[O:26])=[CH:28][CH:29]=1 |f:1.2,3.4|. Reported procedure: A solution of 195 mg (0.3 mmol) of 7-anilino-3-(2,4-dichlorophenyl)-3,4-dihydro-1-[4-(2-phthalimidoethyl)phenyl]-pyrimido[4,5-d]pyrimidin-2(1H)-one and 150 μl (3 mmol) of hydrazine hydrate in methanol/dichloromethane (3 ml:3 ml) was stirred at room temperature under an atmosphere of nitrogen overnight. The reaction mixture was evaporated and the residue purified by flash chromatography on silica gel eluting with dichloromethane/methanol/acetic acid/water (120:14:3:2). Product containing fraction... The solvent is CO.ClCCl (methanol dichloromethane). Isolated yield 59.4%. Reactants: BrC1=C(N)C=CC=C1 (2-bromoaniline), CCCCCC.CCOCC (hexane ether), C(CC(C)C)ON=O (isoamylnitrite), S1C=CC=C1 (thiophene), NC1=CC=CC=C1 (aniline), S1C=CC=C1 (thiophene). Run at temperature 90 celsius, time 90 minute. The product is BrC1=C(C=CC=C1)C=1SC=CC1 (1-Bromo-2-(2-thienyl)benzene). Yield: 34.0%. Reaction SMILES: C(ON=O)CC(C)C.[Br:9][C:10]1[CH:16]=[CH:15][CH:14]=[CH:13][C:11]=1N.NC1C=CC=CC=1.CCCCCC.CCOCC.[S:35]1[CH:39]=[CH:38][CH:37]=[CH:36]1>>[Br:9][C:10]1[CH:16]=[CH:15][CH:14]=[CH:13][C:11]=1[C:36]1[S:35][CH:39]=[CH:38][CH:37]=1 |f:3.4|. Procedure details: A solution of 8.8 mL of isoamylnitrite (65.5 mmol) in 85 mL of thiophene under a nitrogen atmosphere was heated to 50° C. and treated dropwise with a solution of 7.5 g of 2-bromoaniline (43.5 mmol) dissolved in 20 mL of thiophene. After addition was complete, the temperature was raised to 90° C. After 90 minutes, no starting aniline was observed by thin layer chromatography (hexane/ether;100:5). The reaction mixture volume was reduced by atmospheric distillation. The residue was dissolved in eth... RXN SMILES: [C:1]([Si:2]([CH3:3])([CH3:4])[O:6][CH2:7][CH2:8][C:9]1([S:12](=[O:13])(=[O:14])[NH:15][C:16]2=[N:21][CH:20]3[CH:19]([C:18]([Cl:26])=[C:17]2[NH:27][c:28]2[c:29]([F:35])[cH:30][c:31]([I:34])[cH:32][cH:33]2)[N:24]=[CH:23][N:22]3[CH3:25])[CH2:10][CH2:11]1)([CH3:5])([CH3:36])[CH3:37].[CH2:39]1[O:40][CH2:41][CH2:42][CH2:43]1.[ClH:38]>>[OH:6][CH2:7][CH2:8][C:9]1([S:12](=[O:13])(=[O:14])[NH:15][C:16]2=[N:21][CH:20]3[CH:19]([C:18]([Cl:26])=[C:17]2[NH:27][c:28]2[c:29]([F:35])[cH:30][c:31]([I:34])[cH:32][cH:33]2)[N:24]=[CH:23][N:22]3[CH3:25])[CH2:10][CH2:11]1. Yields the product CN1C=NC2C(Cl)=C(Nc3ccc(I)cc3F)C(NS(=O)(=O)C3(CCO)CC3)=NC21. Starting materials: CN1C=NC2C(Cl)=C(Nc3ccc(I)cc3F)C(NS(=O)(=O)C3(CCO[Si](C)(C)C(C)(C)C)CC3)=NC21, C1CCOC1, Cl. Reactants: CCc1csc(CC(C)=O)n1, C1CCNCC1, CC(=O)O, COc1cc(C#N)ccc1C=O, ClCCl. Product: CCc1csc(C(=Cc2ccc(C#N)cc2OC)C(C)=O)n1. As a reaction SMILES: [CH2:13]([CH3:14])[c:15]1[n:16][c:17]([CH2:20][C:21](=[O:22])[CH3:23])[s:18][cH:19]1.[CH2:24]1[CH2:25][CH2:26][NH:27][CH2:28][CH2:29]1.[CH3:30][C:31](=[O:32])[OH:33].[CH:1](=[O:2])[c:3]1[c:4]([O:11][CH3:12])[cH:5][c:6]([C:7]#[N:8])[cH:9][cH:10]1.[Cl:34][CH2:35][Cl:36]>>[CH:1]([c:3]1[c:4]([O:11][CH3:12])[cH:5][c:6]([C:7]#[N:8])[cH:9][cH:10]1)=[C:20]([c:17]1[n:16][c:15]([CH2:13][CH3:14])[cH:19][s:18]1)[C:21](=[O:22])[CH3:23]. Reactants: O=C([O-])[O-], CC(C)(C)OC(=O)N1CCNCC1, N#Cc1c(F)ccc(F)c1F, [K+], [K+], CN(C)C=O. The product is CC(C)(C)OC(=O)N1CCN(c2c(F)ccc(F)c2C#N)CC1. RXN SMILES: [C:12](=[O:13])([O-:14])[O-:15].[C:18]([CH3:19])([CH3:20])([CH3:21])[O:22][C:23](=[O:24])[N:25]1[CH2:26][CH2:27][NH:28][CH2:29][CH2:30]1.[F:1][c:2]1[c:3]([C:4]#[N:5])[c:6]([F:11])[cH:7][cH:8][c:9]1[F:10].[K+:16].[K+:17].[O:31]=[CH:32][N:33]([CH3:34])[CH3:35]>>[c:2]1([N:28]2[CH2:27][CH2:26][N:25]([C:23]([O:22][C:18]([CH3:19])([CH3:20])[CH3:21])=[O:24])[CH2:30][CH2:29]2)[c:3]([C:4]#[N:5])[c:6]([F:11])[cH:7][cH:8][c:9]1[F:10].